Dataset: the Open Reaction Database (ORD), a public repository of structured organic reaction records. Task: describe an organic reaction: reactants, conditions, products, and yield Starting materials: FC(C=1C=C(C=C(C1)C(F)(F)F)[C@@H]1[C@@H](NC(S1)=O)C)(F)F ((4S,5R)-5-(3,5-bis(trifluoromethyl)phenyl)-4-methylthiazolidin-2-one), [H-].[Na+] (NaH), product, CS(=O)(=O)OCC1=C(C=CC(=C1)C(F)(F)F)Br (2-bromo-5-(trifluoromethyl)benzyl methanesulfonate), [H-].[Na+] (NaH), CS(=O)(=O)OCC1=C(C=CC(=C1)C(F)(F)F)Br (2-Bromo-5-(trifluoromethyl)benzyl methanesulfonate). Solvent: C1CCOC1 (THF), C1CCOC1 (THF). Conditions: temperature -10 celsius, time 1 hour. Product: FC(C=1C=C(C=C(C1)C(F)(F)F)[C@@H]1[C@@H](N(C(S1)=O)CC1=C(C=CC(=C1)C(F)(F)F)Br)C)(F)F ((4S,5R)-5-(3,5-bis(trifluoromethyl)phenyl)-3-(2-bromo-5-(trifluoromethyl)benzyl)-4-methylthiazolidin-2-one). As a reaction SMILES: [F:1][C:2]([F:21])([F:20])[C:3]1[CH:4]=[C:5]([C@H:13]2[S:17][C:16](=[O:18])[NH:15][C@H:14]2[CH3:19])[CH:6]=[C:7]([C:9]([F:12])([F:11])[F:10])[CH:8]=1.[H-].[Na+].CS(O[CH2:29][C:30]1[CH:35]=[C:34]([C:36]([F:39])([F:38])[F:37])[CH:33]=[CH:32][C:31]=1[Br:40])(=O)=O>C1COCC1>[F:21][C:2]([F:1])([F:20])[C:3]1[CH:4]=[C:5]([C@H:13]2[S:17][C:16](=[O:18])[N:15]([CH2:29][C:30]3[CH:35]=[C:34]([C:36]([F:37])([F:39])[F:38])[CH:33]=[CH:32][C:31]=3[Br:40])[C@H:14]2[CH3:19])[CH:6]=[C:7]([C:9]([F:10])([F:11])[F:12])[CH:8]=1 |f:1.2|. Procedure: To a solution of (4S,5R)-5-(3,5-bis(trifluoromethyl)phenyl)-4-methylthiazolidin-2-one (50 mg, 0.152 mmol) in THF (1 ml) was added NaH (7.59 mg, 0.190 mmol) at −20° C. 30 Minutes later, a solution of 2-bromo-5-(trifluoromethyl)benzyl methanesulfonate (50.6 mg, 0.152 mmol) in THF (0.5 ml) was added. Stirring of the reaction continued for 1 hour. A crude NMR spectrum showed only 25% product formation. The reaction temperature was increased to −10° C., and stirring was continued for another 1 h. The... Reactants: F[C@@]12[C@]3(C=CC(C=C3CC[C@H]1[C@@H]1CC=C(C(CO)=O)[C@]1(C[C@@H]2O)C)=O)C (9-fluoro-11β,21-dihydroxypregna-1,4,16-triene-3,20-dione), 21-methanesulfonate, [I-].[Na+] (sodium iodide). Run in CC(=O)C (acetone). Yields the product F[C@@]12[C@]3(C=CC(C=C3CC[C@H]1[C@@H]1CC=C(C(CI)=O)[C@]1(C[C@@H]2O)C)=O)C (9-Fluoro-21-iodo-11β-hydroxypregna-1,4,16-triene-3,20-dione). Yield: 76.6%. Reaction SMILES: [F:1][C@:2]12[C@@H:22]([OH:23])[CH2:21][C@@:20]3([CH3:24])[C@@H:12]([CH2:13][CH:14]=[C:15]3[C:16](=[O:19])[CH2:17]O)[C@@H:11]1[CH2:10][CH2:9][C:8]1[C@:3]2([CH3:26])[CH:4]=[CH:5][C:6](=[O:25])[CH:7]=1.[I-:27].[Na+]>CC(C)=O>[F:1][C@:2]12[C@@H:22]([OH:23])[CH2:21][C@@:20]3([CH3:24])[C@@H:12]([CH2:13][CH:14]=[C:15]3[C:16](=[O:19])[CH2:17][I:27])[C@@H:11]1[CH2:10][CH2:9][C:8]1[C@:3]2([CH3:26])[CH:4]=[CH:5][C:6](=[O:25])[CH:7]=1 |f:1.2|. Reported procedure: A solution of 2.0 g of 9-fluoro-11β,21-dihydroxypregna-1,4,16-triene-3,20-dione, 21-methanesulfonate in 100 ml of acetone is refluxed with 3 g of sodium iodide under nitrogen for about 17 hours. The solid is filtered off and washed with 50 ml of acetone. The filtrate is evaporated in vacuo. The residue is redissolved in chloroform-methanol (9:1), washed with water, dried over anhydrous sodium sulfate and evaporated in vacuo to give 2.0 g of the title compound. The reactants are [Br-], CCOCC, C[Mg+], CC(C)C1C(=O)CCN1C(=O)OCc1ccccc1, [Ce+3], [Cl-], [Cl-], [Cl-]. Yields the product CC(C)C1N(C(=O)OCc2ccccc2)CCC1(C)O. RXN SMILES: [Br-:10].[CH2:5]([O:6][CH2:7][CH3:8])[CH3:9].[CH3:11][Mg+:12].[CH:13]([CH3:14])([CH3:15])[CH:16]1[N:17]([C:22](=[O:23])[O:24][CH2:25][c:26]2[cH:27][cH:28][cH:29][cH:30][cH:31]2)[CH2:18][CH2:19][C:20]1=[O:21].[Ce+3:2].[Cl-:1].[Cl-:3].[Cl-:4]>>[CH3:5][C:20]1([OH:21])[CH:16]([CH:13]([CH3:14])[CH3:15])[N:17]([C:22](=[O:23])[O:24][CH2:25][c:26]2[cH:27][cH:28][cH:29][cH:30][cH:31]2)[CH2:18][CH2:19]1.